From a dataset of the Open Reaction Database (ORD), a public repository of structured organic reaction records. describe an organic reaction: reactants, conditions, products, and yield The reactants are [Br-].OCCC[N+]1=CC=C(C=C1)C1=NC=CC=C1 (1-(3-hydroxypropyl)-4-[pyrid-2-yl]pyridinium bromide), [BH4-].[Na+] (NaBH4). Run in CCO (EtOH). Reaction conditions: time 12 hour. The product is N1=C(C=CC=C1)C=1CCN(CC1)CCCO (3-(3′,6′-dihydro-2′-H-[2,4′]bipyridinyl-1′-yl)-propanol). RXN SMILES: [Br-].[OH:2][CH2:3][CH2:4][CH2:5][N+:6]1[CH:11]=[CH:10][C:9]([C:12]2[CH:17]=[CH:16][CH:15]=[CH:14][N:13]=2)=[CH:8][CH:7]=1.[BH4-].[Na+]>CCO>[N:13]1[CH:14]=[CH:15][CH:16]=[CH:17][C:12]=1[C:9]1[CH2:10][CH2:11][N:6]([CH2:5][CH2:4][CH2:3][OH:2])[CH2:7][CH:8]=1 |f:0.1,2.3|. Procedure details: To a solution of 1-(3-hydroxypropyl)-4-[pyrid-2-yl]pyridinium bromide (8 g) in 100 mL EtOH was added NaBH4 (1.41 g, 37.2 mmol) in small portions. The reaction mixture was stirred at room temperature for 12 h and then quenched with drops of water. The solvent was removed in vacuo and the residue was purified by column chromatography over silica gel with 1:4 MeOH/EtOAc followed by 1:4 (2M NH3 in MeOH)/EtOAc as the eluting system (Rf=0. 6, (2M NH3 in MeOH)/EtOAc=1:4) to obtain 3-(3′,6′-dihydro-2′-H...